Dataset: the Open Reaction Database (ORD), a public repository of structured organic reaction records. Task: describe an organic reaction: reactants, conditions, products, and yield Reactants: Cc1nc2ccc(N)cc2[nH]1, CCOCCO, COc1cc2ncc(C#N)c(Cl)c2cc1OC, Cl, c1ccncc1. Product: COc1cc2ncc(C#N)c(Nc3ccc4[nH]c(C)nc4c3)c2cc1OC. Reaction SMILES: [CH3:18][c:19]1[nH:20][c:21]2[c:22]([n:23]1)[cH:24][cH:25][c:26]([NH2:28])[cH:27]2.[CH3:36][CH2:37][O:38][CH2:39][CH2:40][OH:41].[Cl:1][c:2]1[c:3]([C:16]#[N:17])[cH:4][n:5][c:6]2[cH:7][c:8]([O:14][CH3:15])[c:9]([O:12][CH3:13])[cH:10][c:11]12.[ClH:29].[n:30]1[cH:31][cH:32][cH:33][cH:34][cH:35]1>>[c:2]1([NH:28][c:26]2[cH:25][cH:24][c:22]3[c:21]([n:20][c:19]([CH3:18])[nH:23]3)[cH:27]2)[c:3]([C:16]#[N:17])[cH:4][n:5][c:6]2[cH:7][c:8]([O:14][CH3:15])[c:9]([O:12][CH3:13])[cH:10][c:11]12. The product is CCc1ccc2nc(C(=O)Nc3ccccc3)cn2c1. Reaction SMILES: [CH3:23][OH:24].[H:21][H:22].[c:1]1([NH:7][C:8](=[O:9])[c:10]2[n:11][c:12]3[n:13]([cH:14][c:15]([CH:18]=[CH2:19])[cH:16][cH:17]3)[cH:20]2)[cH:2][cH:3][cH:4][cH:5][cH:6]1>>[c:1]1([NH:7][C:8](=[O:9])[c:10]2[n:11][c:12]3[n:13]([cH:14][c:15]([CH2:18][CH3:19])[cH:16][cH:17]3)[cH:20]2)[cH:2][cH:3][cH:4][cH:5][cH:6]1. Reactants: CO, [H][H], C=Cc1ccc2nc(C(=O)Nc3ccccc3)cn2c1. The reactants are Cc1ccccc1, [Na+], CCOC(=O)C1CCC(=O)CC1, OCCO, O=C(O)C(=O)O, O=C([O-])O. Yields the product CCOC(=O)C1CCC2(CC1)OCCO2. RXN SMILES: [CH3:28][c:29]1[cH:30][cH:31][cH:32][cH:33][cH:34]1.[Na+:23].[O:1]=[C:2]1[CH2:3][CH2:4][CH:5]([C:8](=[O:9])[O:10][CH2:11][CH3:12])[CH2:6][CH2:7]1.[OH:13][CH2:14][CH2:15][OH:16].[OH:17][C:18]([C:19](=[O:20])[OH:21])=[O:22].[OH:24][C:25](=[O:26])[O-:27]>>[O:1]1[C:2]2([CH2:3][CH2:4][CH:5]([C:8](=[O:9])[O:10][CH2:11][CH3:12])[CH2:6][CH2:7]2)[O:13][CH2:14][CH2:15]1. Reactants: CN(C)CCCl, CS(C)=O, [H-], [Na+], COc1ccc(C2Sc3cccc4cccc(c34)NC(=O)C2O)cc1. The product is COc1ccc(C2Sc3cccc4cccc(c34)N(CCN(C)C)C(=O)C2O)cc1. RXN SMILES: [CH3:28][N:29]([CH2:30][CH2:31][Cl:32])[CH3:33].[CH3:34][S:35](=[O:36])[CH3:37].[H-:1].[Na+:2].[OH:3][CH:4]1[C:5](=[O:27])[NH:6][c:7]2[c:8]3[c:9]([cH:20][cH:21][cH:22][c:23]3[cH:24][cH:25][cH:26]2)[S:10][CH:11]1[c:12]1[cH:13][cH:14][c:15]([O:18][CH3:19])[cH:16][cH:17]1>>[OH:3][CH:4]1[C:5](=[O:27])[N:6]([CH2:31][CH2:30][N:29]([CH3:28])[CH3:33])[c:7]2[c:8]3[c:9]([cH:20][cH:21][cH:22][c:23]3[cH:24][cH:25][cH:26]2)[S:10][CH:11]1[c:12]1[cH:13][cH:14][c:15]([O:18][CH3:19])[cH:16][cH:17]1. Starting materials: ClCl (chlorine), C26H29Cl2N5O2, ClC1=C(C(=O)O)C=CC(=C1)C(=O)N[C@@H](C)C1=NC2=C(N1)C=CC(=C2)Cl ((1S)-2-chloro-4-{N-[1-(5-chloro-1H-benzimidazol-2-yl)ethyl]aminocarbonyl}benzoic acid), CN(C)C(=[N+](C)C)ON1C2=C(C=CC=C2)N=N1.[B-](F)(F)(F)F (TBTU), C(C)(C)N(CC)C(C)C (diisopropylethylamine), N1(CCCC1)C[C@@H]1NCCC1 ((2R)-2-(pyrrolidin-1-ylmethyl)pyrrolidine). Run in O1CCCC1 (tetrahydrofuran). The product is ClC=1C=C(C(=O)N[C@@H](C)C2=NC3=C(N2)C=CC(=C3)Cl)C=CC1C(=O)N1[C@H](CCC1)CN1CCCC1 (3-chloro-N-[(1S)-1-(5-chloro-1H-benzimidazol-2-yl)ethyl]-4-[(2R)-2-(pyrrolidin-1-ylmethyl)pyrrolidin-1-ylcarbonyl]benzamide). The yield is 11.0%. As a reaction SMILES: [Cl:1][C:2]1[CH:10]=[C:9]([C:11]([NH:13][C@H:14]([C:16]2[NH:20][C:19]3[CH:21]=[CH:22][C:23]([Cl:25])=[CH:24][C:18]=3[N:17]=2)[CH3:15])=[O:12])[CH:8]=[CH:7][C:3]=1[C:4]([OH:6])=O.CN(C(ON1N=NC2C=CC=CC1=2)=[N+](C)C)C.[B-](F)(F)(F)F.C(N(C(C)C)CC)(C)C.[N:57]1([CH2:62][C@H:63]2[CH2:67][CH2:66][CH2:65][NH:64]2)[CH2:61][CH2:60][CH2:59][CH2:58]1.ClCl>O1CCCC1>[Cl:1][C:2]1[CH:10]=[C:9]([CH:8]=[CH:7][C:3]=1[C:4]([N:64]1[CH2:65][CH2:66][CH2:67][C@@H:63]1[CH2:62][N:57]1[CH2:61][CH2:60][CH2:59][CH2:58]1)=[O:6])[C:11]([NH:13][C@H:14]([C:16]1[NH:20][C:19]2[CH:21]=[CH:22][C:23]([Cl:25])=[CH:24][C:18]=2[N:17]=1)[CH3:15])=[O:12] |f:1.2|. Reported procedure: Prepared analogously to Example 1g from (1S)-2-chloro-4-{N-[1-(5-chloro-1H-benzimidazol-2-yl)ethyl]aminocarbonyl}benzoic acid, TBTU, diisopropylethylamine, and (2R)-2-(pyrrolidin-1-ylmethyl)pyrrolidine in tetrahydrofuran. Yield: 11%; C26H29Cl2N5O2 (514.454); mass spectrum: (M+H)+=514/516/518 (chlorine isotope). Starting materials: O=N[O-], NC(Cc1ccccc1)C(=O)O, [Na+], O, O=S(=O)(O)O. Yields the product O=C(O)C(O)Cc1ccccc1. As a reaction SMILES: [N:13](=[O:14])[O-:15].[NH2:1][CH:2]([CH2:3][c:4]1[cH:5][cH:6][cH:7][cH:8][cH:9]1)[C:10]([OH:11])=[O:12].[Na+:16].[OH2:22].[S:17](=[O:18])(=[O:19])([OH:20])[OH:21]>>[CH:2]([CH2:3][c:4]1[cH:5][cH:6][cH:7][cH:8][cH:9]1)([C:10]([OH:11])=[O:12])[OH:14].